From a dataset of the Open Reaction Database (ORD), a public repository of structured organic reaction records. describe an organic reaction: reactants, conditions, products, and yield Reactants: C(CCC#C)(=O)OC (methyl 4-pentynoate), BrC1=C2/C(/C(NC2=CC=C1[N+](=O)[O-])=O)=C/C=1NC=CC1OC ((Z)-4-bromo-1,3-dihydro-3-[(3-methoxy-1H-pyrrol-2-yl)methylene]-5-nitro-2H-indol-2-one), BrC1=C2/C(/C(NC2=CC=C1[N+](=O)[O-])=O)=C/C=1NC=CC1OC ((Z)-4-bromo-1,3-dihydro-3-[(3-methoxy-1H-pyrrol-2-yl)methylene]-5-nitro-2H-indol-2-one). The reagents and catalysts are Cl[Pd]([P](C1=CC=CC=C1)(C2=CC=CC=C2)C3=CC=CC=C3)([P](C4=CC=CC=C4)(C5=CC=CC=C5)C6=CC=CC=C6)Cl ((Ph3P)2PdCl2). Solvent: CCN(CC)CC (Et3N), CN(C)C=O (DMF). The product is COC(CCC#CC1=C2/C(/C(NC2=CC=C1[N+](=O)[O-])=O)=C/C=1NC=CC1OC)=O ((Z)-5-[2,3-dihydro-3-[(3-methoxy-1H-pyrrol-2-yl)methylene]-5-nitro-2-oxo-1H-indol-4-yl]-4-pentynoic acid methyl ester). Reaction SMILES: [C:1]([O:7][CH3:8])(=[O:6])[CH2:2][CH2:3][C:4]#[CH:5].Br[C:10]1[C:18]([N+:19]([O-:21])=[O:20])=[CH:17][CH:16]=[C:15]2[C:11]=1/[C:12](=[CH:23]/[C:24]1[NH:25][CH:26]=[CH:27][C:28]=1[O:29][CH3:30])/[C:13](=[O:22])[NH:14]2>Cl[Pd](Cl)([P](C1C=CC=CC=1)(C1C=CC=CC=1)C1C=CC=CC=1)[P](C1C=CC=CC=1)(C1C=CC=CC=1)C1C=CC=CC=1.CN(C=O)C.CCN(CC)CC>[CH3:8][O:7][C:1](=[O:6])[CH2:2][CH2:3][C:4]#[C:5][C:10]1[C:18]([N+:19]([O-:21])=[O:20])=[CH:17][CH:16]=[C:15]2[C:11]=1/[C:12](=[CH:23]/[C:24]1[NH:25][CH:26]=[CH:27][C:28]=1[O:29][CH3:30])/[C:13](=[O:22])[NH:14]2 |^1:33,52|. Procedure: Using Method D above, methyl 4-pentynoate (0.18 g, 1.65 mmol) was coupled with (Z)-4-bromo-1,3-dihydro-3-[(3-methoxy-1H-pyrrol-2-yl)methylene]-5-nitro-2H-indol-2-one (Starting Material 1 supra) (0.3 g, 0.82 mmol) using (Ph3P)2PdCl2 (28.8 mg) and Cul (7.8 mg) as catalyst in DMF (8 mL) and Et3N (8 mL) as solvent at 85° C. for 18 h to yield (Z)-5-[2,3-dihydro-3-[(3-methoxy-1H-pyrrol-2-yl)methylene]-5-nitro-2-oxo-1H-indol-4-yl]-4-pentynoic acid methyl ester. (Yield 0.23 g, 72%). Reactants: [Na] (sodium), [OH-].[K+] (KOH), O (H2O), CN1C(=CC=C1)C(O)C(Cl)(Cl)Cl (1-methyl-α-trichloromethylpyrrole-2-methanol), [OH-].[K+] (KOH). Run in CO (methanol). Run at time 1.5 hour. The product is CN1C(=CC=C1)CC(=O)O (1-methylpyrrole-2-acetic acid). Isolated yield 76.0%. As a reaction SMILES: [Na].[OH-:2].[K+].[CH3:4][N:5]1[CH:9]=[CH:8][CH:7]=[C:6]1[CH:10]([C:12](Cl)(Cl)Cl)O.[OH2:16]>CO>[CH3:4][N:5]1[CH:9]=[CH:8][CH:7]=[C:6]1[CH2:10][C:12]([OH:16])=[O:2] |f:1.2,^1:0|. Procedure: A 50 ml round-bottomed flask, fitted with magnetic stirrer, oil bath preheated to 56° C. and addition funnel, is charged with a solution of 2.28 g (13.1 mmol, 3.47 eq) sodium hydroxulfite in 6 ml H2O+2 ml of the above KOH solution. To this reaction mixture is added a solution of 0.86 g (3.77 mmol) 1-methyl-α-trichloromethylpyrrole-2-methanol in 3 ml methanol, and then the remaining KOH solution is added dropwise over 5 min. After 1.5 hours, the flask is cooled and the reaction is washed with 15 ... Reactants: C(CCC(=O)O)(=O)O (succinic acid), CNCCC(C=1C=CC=CC1)OC=2C=CC(=CC2)C(F)(F)F.Cl (fluoxetine HCl), C(C)#N (acetonitrile). Product: CNCCC(C=1C=CC=CC1)OC=2C=CC(=CC2)C(F)(F)F.Cl (fluoxetine HCl), C(CCC(=O)O)(=O)O (succinic acid), CNCCC(C=1C=CC=CC1)OC=2C=CC(=CC2)C(F)(F)F.Cl.C(CCC(=O)O)(=O)O (fluoxetine HCl succinic acid). Reaction SMILES: [CH3:1][NH:2][CH2:3][CH2:4][CH:5]([O:12][C:13]1[CH:14]=[CH:15][C:16]([C:19]([F:22])([F:21])[F:20])=[CH:17][CH:18]=1)[C:6]1[CH:7]=[CH:8][CH:9]=[CH:10][CH:11]=1.[ClH:23].[C:24]([OH:31])(=[O:30])[CH2:25][CH2:26][C:27]([OH:29])=[O:28].C(#N)C>>[CH3:1][NH:2][CH2:3][CH2:4][CH:5]([O:12][C:13]1[CH:18]=[CH:17][C:16]([C:19]([F:20])([F:22])[F:21])=[CH:15][CH:14]=1)[C:6]1[CH:7]=[CH:8][CH:9]=[CH:10][CH:11]=1.[ClH:23].[C:24]([OH:31])(=[O:30])[CH2:25][CH2:26][C:27]([OH:29])=[O:28].[CH3:1][NH:2][CH2:3][CH2:4][CH:5]([O:12][C:13]1[CH:18]=[CH:17][C:16]([C:19]([F:20])([F:22])[F:21])=[CH:15][CH:14]=1)[C:6]1[CH:7]=[CH:8][CH:9]=[CH:10][CH:11]=1.[ClH:23].[C:24]([OH:31])(=[O:30])[CH2:25][CH2:26][C:27]([OH:29])=[O:28] |f:0.1,4.5,7.8.9|. Procedure: Cocrystals of fluoxetine HCl and succinic acid were prepared as follows. In one preparation, a 458 mg sample of fluoxetine HCl was dissolved in 8 mL of acetonitrile by heating the solution gently. A 78 mg sample of succinic acid was added to the warm solution and dissolved. The solution was allowed to evaporate rapidly in a crystallization dish. Well-formed crystals as blocks formed as the solvent evaporated over 8 minutes. The product was collected on filter paper and dried to yield 401 mg of f... Starting materials: C(C=C)C=1C=C(C#N)C=CC1 (3-(prop-2-en-1-yl)benzonitrile), C[N+]1(CCOCC1)[O-] (NMO), CO.O (MeOH H2O). The reagents and catalysts are O=[Os](=O)(=O)=O (OsO4). Conditions: time 18 hour. Product: OC(CC=1C=C(C#N)C=CC1)CO (3-(2,3-dihydroxypropyl)benzonitrile). Reaction SMILES: [CH2:1]([C:4]1[CH:5]=[C:6]([CH:9]=[CH:10][CH:11]=1)[C:7]#[N:8])C=C.[CH3:12][N+]1([O-])CCOCC1.[CH3:20][OH:21].[OH2:22]>O=[Os](=O)(=O)=O>[OH:21][CH:20]([CH2:12][OH:22])[CH2:1][C:4]1[CH:5]=[C:6]([CH:9]=[CH:10][CH:11]=1)[C:7]#[N:8] |f:2.3|. Procedure: To a solution of 3-(prop-2-en-1-yl)benzonitrile (3.8 g, 27 mmol) and NMO (10.85 g, 80 mmol) in MeOH/H2O (v/v=3:1, 133 mL) was added OsO4 (600 mg), and then stirred at room temperature for 18 h. The result mixture was concentrated and the residue was dissolved in water and extracted with EtOAc. The organic layers were dried and concentrated, and the residue was purified by a flash column chromatography to afford 3-(2,3-dihydroxypropyl)benzonitrile. The reactants are ClC1=C(COC2=CC=CC=3N(C(=NC32)C)C)C(=CC=C1N(C)C(CN1C(C=3C(C1=O)=CC=CC3)=O)=O)Cl (4-[2,6-dichloro-3-[N-(phthalimidoacetyl)-N-methylamino]benzyloxy]-1,2-dimethyl-1H-benzimidazole), O.NN (hydrazine monohydrate). Solvent: C(C)O (ethanol). Product: NCC(=O)N(C)C=1C(=C(COC2=CC=CC=3N(C(=NC32)C)C)C(=CC1)Cl)Cl (4-[3-(N-glycyl-N-methylamino)-2,6-dichlorobenzyloxy]-1,2-dimethyl-1H-benzimidazole). The yield is 97.7%. As a reaction SMILES: [Cl:1][C:2]1[C:20]([N:21]([C:23](=[O:36])[CH2:24][N:25]2C(=O)C3=CC=CC=C3C2=O)[CH3:22])=[CH:19][CH:18]=[C:17]([Cl:37])[C:3]=1[CH2:4][O:5][C:6]1[C:14]2[N:13]=[C:12]([CH3:15])[N:11]([CH3:16])[C:10]=2[CH:9]=[CH:8][CH:7]=1.O.NN>C(O)C>[NH2:25][CH2:24][C:23]([N:21]([C:20]1[C:2]([Cl:1])=[C:3]([C:17]([Cl:37])=[CH:18][CH:19]=1)[CH2:4][O:5][C:6]1[C:14]2[N:13]=[C:12]([CH3:15])[N:11]([CH3:16])[C:10]=2[CH:9]=[CH:8][CH:7]=1)[CH3:22])=[O:36] |f:1.2|. Reported procedure: A mixture of 4-[2,6-dichloro-3-[N-(phthalimidoacetyl)-N-methylamino]benzyloxy]-1,2-dimethyl-1H-benzimidazole (405 mg), hydrazine monohydrate (75.4 mg) and ethanol (4.0 ml) was refluxed for 30 minutes. After cooling, the resulting precipitate was filtered off, and the filtrate was concentrated in vacuo to give 4-[3-(N-glycyl-N-methylamino)-2,6-dichlorobenzyloxy]-1,2-dimethyl-1H-benzimidazole (300 mg).